Dataset: the Open Reaction Database (ORD), a public repository of structured organic reaction records. Task: describe an organic reaction: reactants, conditions, products, and yield The reactants are C[Si]([N-][Si](C)(C)C)(C)C.[K+] (potassium hexamethyldisilazide), O=C(CCCC(=O)O)C (5-oxohexanoic acid), BrCC#N (bromoacetonitrile). Run in O1CCCC1 (tetrahydrofuran). Conditions: time 1 hour. Yields the product C(#N)CCC(CCCC(=O)O)=O (7-cyano-5-oxoheptanoic acid). Reaction SMILES: C[Si](C)(C)[N-][Si](C)(C)C.[K+].[O:11]=[C:12]([CH3:19])[CH2:13][CH2:14][CH2:15][C:16]([OH:18])=[O:17].Br[CH2:21][C:22]#[N:23]>O1CCCC1>[C:22]([CH2:21][CH2:19][C:12](=[O:11])[CH2:13][CH2:14][CH2:15][C:16]([OH:18])=[O:17])#[N:23] |f:0.1|. Reported procedure: To a solution of potassium hexamethyldisilazide (66 ml, 60 mmol) in dry tetrahydrofuran (140 ml) at -70° is added slowly 5-oxohexanoic acid (36 ml, 30 mmol). The resulting yellow suspension is stirred at -70° for 1 h and bromoacetonitrile (2.2 ml, 32 mmol) is added slowly. The reaction mixture is stirred at -70° for 1 h and then at room temperature for 0.5 h. The reaction is quenched by addition of 1N aqueous hydrochloric acid (100 ml). The aqueous layer is extracted twice with ether. Combined o... The reactants are [Li]CCCC, CCCCCC, C[Si](C)(C)N=C=S, CC(C)NC(C)C, Cl, O, c1ccccc1, c1cnc2c(c1)CCCC2. The product is NC(=S)C1CCCc2cccnc21. As a reaction SMILES: [CH2:8]([Li:9])[CH2:10][CH2:11][CH3:12].[CH3:13][CH2:14][CH2:15][CH2:16][CH2:17][CH3:18].[CH3:29][Si:30]([CH3:31])([CH3:32])[N:33]=[C:34]=[S:35].[CH:1]([NH:2][CH:3]([CH3:4])[CH3:5])([CH3:6])[CH3:7].[ClH:36].[OH2:43].[cH:37]1[cH:38][cH:39][cH:40][cH:41][cH:42]1.[n:19]1[cH:20][cH:21][cH:22][c:23]2[c:28]1[CH2:27][CH2:26][CH2:25][CH2:24]2>>[n:19]1[cH:20][cH:21][cH:22][c:23]2[c:28]1[CH:27]([C:34]([NH2:33])=[S:35])[CH2:26][CH2:25][CH2:24]2. Product: COc1ccc(C(=O)c2cn(Cc3cccc(Br)n3)c3nc(C(F)(F)F)ccc3c2=O)cc1F. As a reaction SMILES: [CH2:41]1[O:42][CH2:43][CH2:44][CH2:45]1.[CH3:1][O:2][N:3]([C:4](=[O:5])[c:6]1[cH:7][n:8]([CH2:21][c:22]2[n:23][c:24]([Br:28])[cH:25][cH:26][cH:27]2)[c:9]2[n:10][c:11]([C:17]([F:18])([F:19])[F:20])[cH:12][cH:13][c:14]2[c:15]1=[O:16])[CH3:29].[Cl-:30].[F:31][c:32]1[cH:33][c:34]([Mg+:40])[cH:35][cH:36][c:37]1[O:38][CH3:39]>>[C:4](=[O:5])([c:6]1[cH:7][n:8]([CH2:21][c:22]2[n:23][c:24]([Br:28])[cH:25][cH:26][cH:27]2)[c:9]2[n:10][c:11]([C:17]([F:18])([F:19])[F:20])[cH:12][cH:13][c:14]2[c:15]1=[O:16])[c:34]1[cH:33][c:32]([F:31])[c:37]([O:38][CH3:39])[cH:36][cH:35]1. Reactants: C1CCOC1, CON(C)C(=O)c1cn(Cc2cccc(Br)n2)c2nc(C(F)(F)F)ccc2c1=O, [Cl-], COc1ccc([Mg+])cc1F. The reactants are NC=1C=2N(C=C(C1)C(=O)N)C(=C(N2)C)C (8-Amino-2,3-dimethylimidazo[1,2-a]pyridine-6-carboxamide), C(C)C1=C(CCl)C(=CC=C1)C (2-ethyl-6-methylbenzylchloride), C([O-])([O-])=O.[K+].[K+] (potassium carbonate), [I-].[K+] (potassium iodide), C(C)C1=C(CCl)C(=CC=C1)C (2-ethyl-6-methylbenzylchloride). Solvent: CO (methanol), C(Cl)Cl (Methylene chloride), CC(=O)C (acetone). The product is CC=1N=C2N(C=C(C=C2NCC2=C(C=CC=C2C)CC)C(=O)N)C1C (2,3-dimethyl-8-(2-ethyl-6-methylbenzylamino)-imidazo[1,2-a]pyridine-6-carboxamide). Isolated yield 51.4%. As a reaction SMILES: [NH2:1][C:2]1[C:3]2[N:4]([C:11]([CH3:15])=[C:12]([CH3:14])[N:13]=2)[CH:5]=[C:6]([C:8]([NH2:10])=[O:9])[CH:7]=1.[CH2:16]([C:18]1[CH:25]=[CH:24][CH:23]=[C:22]([CH3:26])[C:19]=1[CH2:20]Cl)[CH3:17].C(=O)([O-])[O-].[K+].[K+].[I-].[K+]>CO.C(Cl)Cl.CC(C)=O>[CH3:14][C:12]1[N:13]=[C:3]2[C:2]([NH:1][CH2:20][C:19]3[C:22]([CH3:26])=[CH:23][CH:24]=[CH:25][C:18]=3[CH2:16][CH3:17])=[CH:7][C:6]([C:8]([NH2:10])=[O:9])=[CH:5][N:4]2[C:11]=1[CH3:15] |f:2.3.4,5.6|. Procedure details: 8-Amino-2,3-dimethylimidazo[1,2-a]pyridine-6-carboxamide (3.3 g, 16.2 mmol), 2-ethyl-6-methylbenzylchloride (2.73 g, 16.2 mmol), potassium carbonate (8.0 g, 58 mmol) and potassium iodide (1.1 g, 6.6 mmol) were added to acetone (150 ml) and refluxed for 20 h. An additional amount of 2-ethyl-6-methylbenzylchloride (1.0 g, 5.9 mmol) was added and the reaction mixture was refluxed for 7 h. Methylene chloride (60 ml) and methanol (30 ml) were added. The reaction mixture was filtered and the solvents ... Reactants: COC=1C=CC2=C(SC(=C2C(=O)C2=CC=C(C=C2)OCC(CN2CCCC2)O)C2=CC=C(C=C2)OC)C1 ([6-Methoxy-2-(4-methoxyphenyl)benzo[b]thiophen-3-yl][4-(2-hydroxy-3-pyrrolidinylpropoxy)phenyl]methanone), C(C)S (ethanethiol), [Cl-].[Al+3].[Cl-].[Cl-] (aluminum chloride). Solvent: C(C)(=O)OCC.CO (ethyl acetate methanol). The product is OC=1C=CC2=C(SC(=C2C(=O)C2=CC=C(C=C2)OCC(CN2CCCC2)O)C2=CC=C(C=C2)O)C1 ([6-Hydroxy-2-(4-Hydroxyphenyl)benzo[b]thiophen-3-yl][4-(2-Hydroxy-3-Pyrrolidinylpropoxy)phenyl]methanone). Isolated yield 67.0%. As a reaction SMILES: C[O:2][C:3]1[CH:4]=[CH:5][C:6]2[C:10]([C:11]([C:13]3[CH:18]=[CH:17][C:16]([O:19][CH2:20][CH:21]([OH:28])[CH2:22][N:23]4[CH2:27][CH2:26][CH2:25][CH2:24]4)=[CH:15][CH:14]=3)=[O:12])=[C:9]([C:29]3[CH:34]=[CH:33][C:32]([O:35]C)=[CH:31][CH:30]=3)[S:8][C:7]=2[CH:37]=1.C(S)C.[Cl-].[Al+3].[Cl-].[Cl-]>C(OCC)(=O)C.CO>[OH:2][C:3]1[CH:4]=[CH:5][C:6]2[C:10]([C:11]([C:13]3[CH:14]=[CH:15][C:16]([O:19][CH2:20][CH:21]([OH:28])[CH2:22][N:23]4[CH2:24][CH2:25][CH2:26][CH2:27]4)=[CH:17][CH:18]=3)=[O:12])=[C:9]([C:29]3[CH:30]=[CH:31][C:32]([OH:35])=[CH:33][CH:34]=3)[S:8][C:7]=2[CH:37]=1 |f:2.3.4.5,6.7|. Procedure: [6-Methoxy-2-(4-methoxyphenyl)benzo[b]thiophen-3-yl][4-(2-hydroxy-3-pyrrolidinylpropoxy)phenyl]methanone (250 mg, 0.50 mmol) was converted to 164 mg of the title compound by the procedure of Example 32 using 0.18 mL (2.48 mmol) of ethanethiol (0.18 mL, 2.48 mol) and 398 mg (2.98 mmol) of aluminum chloride except that 6:4 ethyl acetate/methanol gradient was used as the chromatography eluent. Reactants: CCc1c(CC(N)=O)c2cc(OCCCC(=O)NN)ccc2n1Cc1ccccc1, CO, CCOC(C)=O, CCO. The product is CCc1c(CC(N)=O)c2cc(OCCCC(N)=O)ccc2n1Cc1ccccc1. As a reaction SMILES: [CH2:1]([CH3:2])[c:3]1[n:4]([CH2:24][c:25]2[cH:26][cH:27][cH:28][cH:29][cH:30]2)[c:5]2[cH:6][cH:7][c:8]([O:16][CH2:17][CH2:18][CH2:19][C:20](=[O:21])[NH:22][NH2:23])[cH:9][c:10]2[c:11]1[CH2:12][C:13](=[O:14])[NH2:15].[CH3:31][OH:32].[CH3:33][CH2:34][O:35][C:36]([CH3:37])=[O:38].[CH3:39][CH2:40][OH:41]>>[CH2:1]([CH3:2])[c:3]1[n:4]([CH2:24][c:25]2[cH:26][cH:27][cH:28][cH:29][cH:30]2)[c:5]2[cH:6][cH:7][c:8]([O:16][CH2:17][CH2:18][CH2:19][C:20](=[O:21])[NH2:22])[cH:9][c:10]2[c:11]1[CH2:12][C:13](=[O:14])[NH2:15]. Starting materials: ClC1=CC=C2C(C(=CN3C(CCC1=C23)C)C(=O)O)=O (8-chloro-5-methyl-6,7-dihydro-1-oxo-1H,5H-benzo[ij]quinolizine-2-carboxylic acid), N1CCNCC1 (piperazine). Run in CS(=O)C (dimethyl sulfoxide). The product is Cl.N1(CCNCC1)C1=CC=C2C(C(=CN3C(CCC1=C23)C)C(=O)O)=O (8-(1-piperazinyl)-5-methyl-6,7-dihydro-1-oxo-1H,5H-benzo[ij]quinolizine-2-carboxylic acid hydrochloride). The yield is 20.7%. As a reaction SMILES: [Cl:1][C:2]1[C:13]2=[C:14]3[N:9]([CH:10]([CH3:15])[CH2:11][CH2:12]2)[CH:8]=[C:7]([C:16]([OH:18])=[O:17])[C:6](=[O:19])[C:5]3=[CH:4][CH:3]=1.[NH:20]1[CH2:25][CH2:24][NH:23][CH2:22][CH2:21]1>CS(C)=O>[ClH:1].[N:20]1([C:2]2[C:13]3=[C:14]4[N:9]([CH:10]([CH3:15])[CH2:11][CH2:12]3)[CH:8]=[C:7]([C:16]([OH:18])=[O:17])[C:6](=[O:19])[C:5]4=[CH:4][CH:3]=2)[CH2:25][CH2:24][NH:23][CH2:22][CH2:21]1 |f:3.4|. Procedure: 19.5 g of 8-chloro-5-methyl-6,7-dihydro-1-oxo-1H,5H-benzo[ij]quinolizine-2-carboxylic acid and 35.5 g of piperazine were added to 350 ml of anhydrous dimethyl sulfoxide and the mixture was heated on an oil bath at 170° to 180° C. for 6 hours while stirring. Treatment of the reaction mixture in an analogous manner as in Example 1 gave 5.3 g of 8-(1-piperazinyl)-5-methyl-6,7-dihydro-1-oxo-1H,5H-benzo[ij]quinolizine-2-carboxylic acid hydrochloride as white amorphous crystals having a melting point ... Reactants: C(C)O (ethanol), [H][H] (hydrogen), FC(C1=CC=C(C(=O)NC2=NC3=C(N2CCCN2CCN(CC2)CC2=CC=CC=C2)C=CC=C3)C=C1)(F)F (2-(4-trifluoromethylbenzamido)-1-[3-(4-benzyl-1-piperazinyl)-propyl]benzimidazole). Reagents/catalysts: [Pd] (Pd/C). Solvent: C(C)(=O)O (acetic acid). The product is FC(C1=CC=C(C(=O)NC2=NC3=C(N2CCCN2CCNCC2)C=CC=C3)C=C1)(F)F (2-(4-trifluoromethylbenzamido)-1-[3-(1-piperazinyl)propyl]benzimidazole). The yield is 63.9%. Reaction SMILES: C(O)C.[F:4][C:5]([F:41])([F:40])[C:6]1[CH:39]=[CH:38][C:9]([C:10]([NH:12][C:13]2[N:17]([CH2:18][CH2:19][CH2:20][N:21]3[CH2:26][CH2:25][N:24](CC4C=CC=CC=4)[CH2:23][CH2:22]3)[C:16]3[CH:34]=[CH:35][CH:36]=[CH:37][C:15]=3[N:14]=2)=[O:11])=[CH:8][CH:7]=1.[H][H]>[Pd].C(O)(=O)C>[F:40][C:5]([F:4])([F:41])[C:6]1[CH:39]=[CH:38][C:9]([C:10]([NH:12][C:13]2[N:17]([CH2:18][CH2:19][CH2:20][N:21]3[CH2:26][CH2:25][NH:24][CH2:23][CH2:22]3)[C:16]3[CH:34]=[CH:35][CH:36]=[CH:37][C:15]=3[N:14]=2)=[O:11])=[CH:8][CH:7]=1. Procedure: To a solution composed of 75 ml. ethanol and 1 ml. glacial acetic acid was added 2-(4-trifluoromethylbenzamido)-1-[3-(4-benzyl-1-piperazinyl)-propyl]benzimidazole (500 mg., 0.96 millimole) and 100 mg. of 10% Pd/C catalyst. The mixture was shaken on a Paar apparatus at about 2 atm. pressure of hydrogen and 40° C. for 2.5 hrs. at which time the reaction was complete. The catalyst was removed by filtration and the filtrate was evaporated in vacuo to yield a white solid, which on trituration under a... Starting materials: CCOC(=O)c1ccc(NC2CCCCC2)c(N)c1, O=[N+]([O-])c1cc(-c2nnn[nH]2)ccc1NC1CCCCC1. The product is Nc1cc(-c2nnn[nH]2)ccc1NC1CCCCC1. As a reaction SMILES: [CH2:22]([O:23][C:24](=[O:25])[c:26]1[cH:27][cH:28][c:29]([NH:30][CH:31]2[CH2:32][CH2:33][CH2:34][CH2:35][CH2:36]2)[c:37]([NH2:38])[cH:39]1)[CH3:40].[CH:1]1([NH:7][c:8]2[c:9]([N+:19]([O-:20])=[O:21])[cH:10][c:11](-[c:14]3[n:15][n:16][n:17][nH:18]3)[cH:12][cH:13]2)[CH2:2][CH2:3][CH2:4][CH2:5][CH2:6]1>>[CH:1]1([NH:7][c:8]2[c:9]([NH2:19])[cH:10][c:11](-[c:14]3[n:15][n:16][n:17][nH:18]3)[cH:12][cH:13]2)[CH2:2][CH2:3][CH2:4][CH2:5][CH2:6]1.